This data is from the Open Reaction Database (ORD), a public repository of structured organic reaction records. The task is: describe an organic reaction: reactants, conditions, products, and yield Reactants: COC(=O)C=Cc1ccc2c(c1)C(=O)CC1(CCN(CCc3ccc(F)cc3)CC1)O2, Cl. The product is O=C(O)C=Cc1ccc2c(c1)C(=O)CC1(CCN(CCc3ccc(F)cc3)CC1)O2. RXN SMILES: [CH3:1][O:2][C:3]([CH:4]=[CH:5][c:6]1[cH:7][c:8]2[c:13]([cH:14][cH:15]1)[O:12][C:11]1([CH2:10][C:9]2=[O:30])[CH2:16][CH2:17][N:18]([CH2:21][CH2:22][c:23]2[cH:24][cH:25][c:26]([F:29])[cH:27][cH:28]2)[CH2:19][CH2:20]1)=[O:31].[ClH:32]>>[O:2]=[C:3]([CH:4]=[CH:5][c:6]1[cH:7][c:8]2[c:13]([cH:14][cH:15]1)[O:12][C:11]1([CH2:10][C:9]2=[O:30])[CH2:16][CH2:17][N:18]([CH2:21][CH2:22][c:23]2[cH:24][cH:25][c:26]([F:29])[cH:27][cH:28]2)[CH2:19][CH2:20]1)[OH:31]. Reactants: CC(C)=O, CC(O)c1nc(Cl)c(Cl)nc1N. Product: CC(=O)c1nc(Cl)c(Cl)nc1N. Reaction SMILES: [CH3:13][C:14](=[O:15])[CH3:16].[NH2:1][c:2]1[n:3][c:4]([Cl:12])[c:5]([Cl:11])[n:6][c:7]1[CH:8]([CH3:9])[OH:10]>>[NH2:1][c:2]1[n:3][c:4]([Cl:12])[c:5]([Cl:11])[n:6][c:7]1[C:8]([CH3:9])=[O:10]. Reactants: C1CCNCC1, CN(C)CCOc1ccc2[nH]c(C=O)cc2c1, CCO, O=C1Cc2cc(-c3ccccc3)ccc2N1. Yields the product CN(C)CCOc1ccc2[nH]c(C=C3C(=O)Nc4ccc(-c5ccccc5)cc43)cc2c1. Reaction SMILES: [CH2:34]1[CH2:35][CH2:36][NH:37][CH2:38][CH2:39]1.[CH3:17][N:18]([CH2:19][CH2:20][O:21][c:22]1[cH:23][c:24]2[cH:25][c:26]([CH:31]=[O:32])[nH:27][c:28]2[cH:29][cH:30]1)[CH3:33].[CH3:40][CH2:41][OH:42].[c:1]1(-[c:7]2[cH:8][c:9]3[c:13]([cH:14][cH:15]2)[NH:12][C:11](=[O:16])[CH2:10]3)[cH:2][cH:3][cH:4][cH:5][cH:6]1>>[c:1]1(-[c:7]2[cH:8][c:9]3[c:13]([cH:14][cH:15]2)[NH:12][C:11](=[O:16])[C:10]3=[CH:31][c:26]2[cH:25][c:24]3[cH:23][c:22]([O:21][CH2:20][CH2:19][N:18]([CH3:17])[CH3:33])[cH:30][cH:29][c:28]3[nH:27]2)[cH:2][cH:3][cH:4][cH:5][cH:6]1. The reactants are O=C([O-])[O-], O=Cc1ccc(F)cc1, [K+], [K+], Oc1ccc(Cl)cc1. The product is O=Cc1ccc(Oc2ccc(Cl)cc2)cc1. As a reaction SMILES: [C:18](=[O:19])([O-:20])[O-:21].[F:9][c:10]1[cH:11][cH:12][c:13]([CH:14]=[O:15])[cH:16][cH:17]1.[K+:22].[K+:23].[OH:1][c:2]1[cH:3][cH:4][c:5]([Cl:6])[cH:7][cH:8]1>>[O:1]([c:2]1[cH:3][cH:4][c:5]([Cl:6])[cH:7][cH:8]1)[c:10]1[cH:11][cH:12][c:13]([CH:14]=[O:15])[cH:16][cH:17]1. Starting materials: CC(C)(C)O, CC(C)(C)[O-], Cl, [K+], [K], Oc1ccc(Nc2ccccc2)cc1, O=C1C=CC(=O)O1, O. The product is O=C(O)C=CC(=O)Oc1ccc(Nc2ccccc2)cc1. As a reaction SMILES: [C:31]([OH:32])([CH3:33])([CH3:34])[CH3:35].[CH3:24][C:25]([CH3:26])([O-:27])[CH3:28].[ClH:23].[K+:29].[K:8].[NH:9]([c:10]1[cH:11][cH:12][cH:13][cH:14][cH:15]1)[c:16]1[cH:17][cH:18][c:19]([OH:22])[cH:20][cH:21]1.[O:1]=[C:2]1[O:3][C:4](=[O:5])[CH:6]=[CH:7]1.[OH2:30]>>[O:1]=[C:2]([CH:7]=[CH:6][C:4]([OH:3])=[O:5])[O:22][c:19]1[cH:18][cH:17][c:16]([NH:9][c:10]2[cH:11][cH:12][cH:13][cH:14][cH:15]2)[cH:21][cH:20]1. Yield: 53.2%. Reaction conditions: time 8 hour. Starting materials: COC1=CC(=CC(=C1)OC)OC (1,3,5-trimethoxybenzene), [Li]CCCC (n-BuLi), O (water), C(=O)=O (dry ice). The product is COC1=C(C(=O)O)C(=CC(=C1)OC)OC (2,4,6-Trimethoxybenzoic acid). As a reaction SMILES: [CH3:1][O:2][C:3]1[CH:8]=[C:7]([O:9][CH3:10])[CH:6]=[C:5]([O:11][CH3:12])[CH:4]=1.[Li]CCCC.[C:18](=[O:20])=[O:19].O>C1COCC1.CCCCCC>[CH3:12][O:11][C:5]1[CH:4]=[C:3]([O:2][CH3:1])[CH:8]=[C:7]([O:9][CH3:10])[C:6]=1[C:18]([OH:20])=[O:19]. Run in C1CCOC1 (THF), CCCCCC (hexane). Procedure details: To a stirred solution of 1,3,5-trimethoxybenzene (10.0 g, 59.4 mmol) in 150 mL of dry THF at 0° C. in nitrogen atmosphere was added 27.3 mL (68.31 mmol) of 2.5 M n-BuLi in hexane dropwise via syringe. The resulting solution was stirred at room temperature overnight. The mixture was cooled to -20° C. and 30 g of dry ice was added. Stirring was continued for 1 hr before hydrolysis with 200 mL of water. The mixture was evaporated under reduced pressure to remove THF. The aqueous phase was extracted... Reactants: C, COc1cc(C(=O)O)cc(F)c1OCc1ccccc1, CO, CCOC(C)=O, [H][H], [Pd]. Product: COc1cc(C(=O)O)cc(F)c1O. As a reaction SMILES: [C:25].[CH2:1]([c:2]1[cH:3][cH:4][cH:5][cH:6][cH:7]1)[O:8][c:9]1[c:10]([F:20])[cH:11][c:12]([C:13](=[O:14])[OH:15])[cH:16][c:17]1[O:18][CH3:19].[CH3:21][OH:22].[CH3:27][CH2:28][O:29][C:30](=[O:31])[CH3:32].[H:23][H:24].[Pd:26]>>[OH:8][c:9]1[c:10]([F:20])[cH:11][c:12]([C:13](=[O:14])[OH:15])[cH:16][c:17]1[O:18][CH3:19]. Reactants: CC(C)(C)OC(=O)Nc1ccccc1NC(=O)C=Cc1ccc(C(OCCN2CCOCC2)C(=O)Nc2ccc(C(F)(F)F)cc2)cc1, CO, Cl. The product is Nc1ccccc1NC(=O)C=Cc1ccc(C(OCCN2CCOCC2)C(=O)Nc2ccc(C(F)(F)F)cc2)cc1. RXN SMILES: [C:1]([O:2][C:3](=[O:4])[NH:7][c:8]1[c:9]([NH:14][C:15]([CH:16]=[CH:17][c:18]2[cH:19][cH:20][c:21]([CH:24]([C:25]([NH:26][c:27]3[cH:28][cH:29][c:30]([C:33]([F:34])([F:35])[F:36])[cH:31][cH:32]3)=[O:37])[O:38][CH2:39][CH2:40][N:41]3[CH2:42][CH2:43][O:44][CH2:45][CH2:46]3)[cH:22][cH:23]2)=[O:47])[cH:10][cH:11][cH:12][cH:13]1)([CH3:5])([CH3:6])[CH3:48].[CH3:50][OH:51].[ClH:49]>>[NH2:7][c:8]1[c:9]([NH:14][C:15]([CH:16]=[CH:17][c:18]2[cH:19][cH:20][c:21]([CH:24]([C:25]([NH:26][c:27]3[cH:28][cH:29][c:30]([C:33]([F:34])([F:35])[F:36])[cH:31][cH:32]3)=[O:37])[O:38][CH2:39][CH2:40][N:41]3[CH2:42][CH2:43][O:44][CH2:45][CH2:46]3)[cH:22][cH:23]2)=[O:47])[cH:10][cH:11][cH:12][cH:13]1. Starting materials: ClC=1C=CC(=C2N3C(=NC21)N(CCC3)C3=C(C=C(C=C3)Cl)Cl)C=O (9-chloro-1-(2,4-dichlorophenyl)-1,2,3,4-tetrahydropyrimido[1,2-a]benzimidazole-6-carbaldehyde), C(#C)[Mg]Cl (ethynylmagnesium chloride). The solvent is [Cl-].[NH4+] (ammonium chloride), O1CCCC1 (tetrahydrofuran). Run at temperature 0 celsius, time 10 minute. Yields the product ClC1=CC=C(C=2N3C(=NC21)N(CCC3)C3=C(C=C(C=C3)Cl)Cl)C(C#C)O (1-[9-Chloro-1-(2,4-dichlorophenyl)-1,2,3,4-tetrahydropyrimido[1,2-a]benzimidazol-6-yl]prop-2-yn-1-ol). Isolated yield 92.8%. Reaction SMILES: [Cl:1][C:2]1[CH:3]=[CH:4][C:5]([CH:23]=[O:24])=[C:6]2[C:10]=1[N:9]=[C:8]1[N:11]([C:15]3[CH:20]=[CH:19][C:18]([Cl:21])=[CH:17][C:16]=3[Cl:22])[CH2:12][CH2:13][CH2:14][N:7]21.[C:25]([Mg]Cl)#[CH:26]>O1CCCC1.[Cl-].[NH4+]>[Cl:1][C:2]1[C:10]2[N:9]=[C:8]3[N:11]([C:15]4[CH:20]=[CH:19][C:18]([Cl:21])=[CH:17][C:16]=4[Cl:22])[CH2:12][CH2:13][CH2:14][N:7]3[C:6]=2[C:5]([CH:23]([OH:24])[C:25]#[CH:26])=[CH:4][CH:3]=1 |f:3.4|. Procedure: To a solution of 9-chloro-1-(2,4-dichlorophenyl)-1,2,3,4-tetrahydropyrimido[1,2-a]benzimidazole-6-carbaldehyde (100 mg, 0.263 mmol) in tetrahydrofuran (1.5 mL) was added dropwise ethynylmagnesium chloride (0.5 M solution in tetrahydrofuran, 1.05 mL, 0.525 mmol) at 0° C., and the mixture was stirred at 0° C. for 10 min. The reaction mixture was diluted with aqueous saturated ammonium chloride, and extracted with ethyl acetate. The combined organic layer was washed with brine, dried over anhydrous... Starting materials: O.C1(=CC=C(C=C1)S(=O)(=O)Cl)C (p-toluenesulfonyl chloride monohydrate), C(C)(=O)OCC (ethyl acetate), C1(C=2C(C(N1C1C(N(C1)CC(=O)[O-])=O)=O)=CC=CC2)=O (2-(3phthalimido-2-oxo-1-azetidinyl)acetate). Solvent: C(C)O (ethanol), C(C)O (ethanol), C(C)O (ethanol), C(Cl)(Cl)Cl (chloroform), C(C)O (ethanol), C(C)O (ethanol), monohydrate. Reaction conditions: time 72 hour. The product is C1(=CC=C(C=C1)S(=O)(=O)O)C.NC1C(N(C1)CC(=O)OCC1=CC=CC=C1)=O (benzyl 2-(3-amino-2-oxo-1-azetidinyl)acetate p-toluenesulfonic acid salt). As a reaction SMILES: C1(=O)[N:5]([CH:6]2[CH2:9][N:8]([CH2:10][C:11]([O-:13])=[O:12])[C:7]2=[O:14])C(=O)C2=CC=CC=C12.O.[C:22]1([CH3:32])[CH:27]=[CH:26][C:25]([S:28](Cl)(=[O:30])=[O:29])=[CH:24][CH:23]=1.C(OCC)(=O)C>C(Cl)(Cl)Cl.C(O)C>[C:22]1([CH3:32])[CH:27]=[CH:26][C:25]([S:28]([OH:12])(=[O:30])=[O:29])=[CH:24][CH:23]=1.[NH2:5][CH:6]1[CH2:9][N:8]([CH2:10][C:11]([O:13][CH2:32][C:22]2[CH:27]=[CH:26][CH:25]=[CH:24][CH:23]=2)=[O:12])[C:7]1=[O:14] |f:1.2,6.7|. Reported procedure: 2-(3phthalimido-2-oxo-1-azetidinyl)acetate was dissolved in a mixture (5 ml.) of chloroform and ethanol (1:1), and 1N ethanol solution of hydrozene monohydrate (1ml.) was added thereto at ambient temperature while stirring. The stirring was continued for 72 hours. The reaction mixture was filtered and the filtrate was concentrated under reduced pressure. The residue thus obtained was dissolved in ethanol, and then ethanol solution (1 ml.) of p-toluenesulfonyl chloride monohydrate (190 mg.) was a...